From a dataset of the Open Reaction Database (ORD), a public repository of structured organic reaction records. describe an organic reaction: reactants, conditions, products, and yield The reactants are CC1(CC(C2=C(C=CC=C12)N)C)C (1,1,3-trimethyl-4-aminoindan), ClC=1SC(=C(N1)C)C(=O)O (2-chloro-4-methylthiazole-5-carboxylic acid), O (water). The solvent is C(Cl)Cl (methylene chloride). Conditions: time 1 hour. The product is CC1(CC(C2=C(C=CC=C12)NC(=O)C1=C(N=C(S1)Cl)C)C)C (N-(1,1,3-trimethyl-4-indanyl)-2-chloro-4-methylthiazole-5-carboxamide). Isolated yield 42.9%. RXN SMILES: [Cl:1][C:2]1[S:3][C:4]([C:8]([OH:10])=O)=[C:5]([CH3:7])[N:6]=1.[CH3:11][C:12]1([CH3:23])[C:20]2[C:15](=[C:16]([NH2:21])[CH:17]=[CH:18][CH:19]=2)[CH:14]([CH3:22])[CH2:13]1.O>C(Cl)Cl>[CH3:11][C:12]1([CH3:23])[C:20]2[C:15](=[C:16]([NH:21][C:8]([C:4]3[S:3][C:2]([Cl:1])=[N:6][C:5]=3[CH3:7])=[O:10])[CH:17]=[CH:18][CH:19]=2)[CH:14]([CH3:22])[CH2:13]1. Procedure: 252 mg (1.42 mmol) of 2-chloro-4-methylthiazole-5-carboxylic acid and 442 mg (1.42 mmol) of 1-(3-dimethylaminopropyl)-3-ethylcarbodiimidomethiodide were dissolved in 10 ml of methylene chloride and stirred at room temperature for 1 hour. Then, to the solution was added 249 mg (1.42 mmol) of 1,1,3-trimethyl-4-aminoindan and reaction was effected for 6 hours under reflux. The reaction mixture was poured into water and extracted with methylene chloride. The organic layer was concentrated and therea... The reactants are NC1=NC=CC(=N1)NC=1C=C2C=NNC2=C(C1)C=1NC2=C(C=CC=C2C1)C(=O)O (2-[5-(2-amino-pyrimidin-4-ylamino)-1H-indazol-7-yl]-1H-indole-7-carboxylic acid), N (ammonia), C1=CN(C=N1)C(=O)N2C=CN=C2 (N,N-carbonyldiimidazole), CN(C=O)C (N,N-dimethylformamide). Conditions: time 1 hour. Product: NC1=NC=CC(=N1)NC=1C=C2C=NNC2=C(C1)C=1NC2=C(C=CC=C2C1)C(=O)N (2-[5-(2-amino-pyrimidin-4-ylamino)-1H-indazol-7-yl]-1H-indole-7-carboxylic acid amide). Isolated yield 2.0%. As a reaction SMILES: [NH2:1][C:2]1[N:7]=[C:6]([NH:8][C:9]2[CH:10]=[C:11]3[C:15](=[C:16]([C:18]4[NH:19][C:20]5[C:25]([CH:26]=4)=[CH:24][CH:23]=[CH:22][C:21]=5[C:27](O)=[O:28])[CH:17]=2)[NH:14][N:13]=[CH:12]3)[CH:5]=[CH:4][N:3]=1.C1N=C[N:32](C(N2C=NC=C2)=O)C=1.CN(C)C=O.N>>[NH2:1][C:2]1[N:7]=[C:6]([NH:8][C:9]2[CH:10]=[C:11]3[C:15](=[C:16]([C:18]4[NH:19][C:20]5[C:25]([CH:26]=4)=[CH:24][CH:23]=[CH:22][C:21]=5[C:27]([NH2:32])=[O:28])[CH:17]=2)[NH:14][N:13]=[CH:12]3)[CH:5]=[CH:4][N:3]=1. Reported procedure: A solution of 2-[5-(2-amino-pyrimidin-4-ylamino)-1H-indazol-7-yl]-1H-indole-7-carboxylic acid (Example #F.5.11, 0.100 g, 0.000259 mol) and N,N-carbonyldiimidazole (0.0842 g, 0.000519 mol) in N,N-dimethylformamide (2.5 mL, 0.032 mol) was heated at about 55° C. for about 45 min. The mixture was cooled with an ice bath and treated with ammonia gas for about 15 min at about 0° C. The mixture was sealed and allowed to warm to ambient temperature. After about 1 hour the mixture was opened to atmospher... Procedure details: 2-(Hydroxymethyl-3-chlorophenyl)-3-carboxypyridine was dissolved in a solution of methylene chloride/glacial acetic acid (5:1). Pyridinium dichromate (10.95 g, 29 mmoles) was added and the solution was stirred at room temperature under an inert atmosphere. The solvent was removed yielding 2-(3-chlorobenzoyl)-3-carboxypyridine. As a reaction SMILES: O[CH2:2][C:3]1[C:8](Cl)=[CH:7][CH:6]=C[C:4]=1[C:10]1[C:15]([C:16]([OH:18])=[O:17])=[CH:14][CH:13]=[CH:12][N:11]=1.[Cr](O[Cr]([O-])(=O)=O)([O-])(=O)=[O:20].[NH+]1C=CC=CC=1.[NH+]1C=CC=CC=1.[CH2:40]([Cl:42])Cl>>[Cl:42][C:40]1[CH:2]=[C:3]([CH:8]=[CH:7][CH:6]=1)[C:4]([C:10]1[C:15]([C:16]([OH:18])=[O:17])=[CH:14][CH:13]=[CH:12][N:11]=1)=[O:20] |f:1.2.3|. The reactants are OCC1=C(C=CC=C1Cl)C1=NC=CC=C1C(=O)O (2-(Hydroxymethyl-3-chlorophenyl)-3-carboxypyridine), C(Cl)Cl (methylene chloride), [Cr](=O)(=O)([O-])O[Cr](=O)(=O)[O-].[NH+]1=CC=CC=C1.[NH+]1=CC=CC=C1 (Pyridinium dichromate). The product is ClC=1C=C(C(=O)C2=NC=CC=C2C(=O)O)C=CC1 (2-(3-chlorobenzoyl)-3-carboxypyridine). Reactants: NC=1C=C(C=C(C1N)C)N1CCN(CC1)C(C)=O (1-[4-(3,4-Diamino-5-methyl-phenyl)-piperazin-1-yl]-ethanone), ClC1=NC2=CC=CC=C2C(=C1C=O)Cl (2,4-Dichloro-quinoline-3-carboxaldehyde). The solvent is CO (methanol). Conditions: time 10 hour. Product: ClC1=NC2=CC=CC=C2C(=C1C=1NC2=C(N1)C(=CC(=C2)N2CCN(CC2)C(C)=O)C)Cl (1-{4-[2-(2,4-Dichloro-quinoline-3yl)-7-methyl-3H-benzimidazole-5-yl]-piperazin-1-yl}-ethanone). Reaction SMILES: [NH2:1][C:2]1[CH:3]=[C:4]([N:10]2[CH2:15][CH2:14][N:13]([C:16](=[O:18])[CH3:17])[CH2:12][CH2:11]2)[CH:5]=[C:6]([CH3:9])[C:7]=1[NH2:8].[Cl:19][C:20]1[C:29]([CH:30]=O)=[C:28]([Cl:32])[C:27]2[C:22](=[CH:23][CH:24]=[CH:25][CH:26]=2)[N:21]=1>CO>[Cl:19][C:20]1[C:29]([C:30]2[NH:1][C:2]3[CH:3]=[C:4]([N:10]4[CH2:11][CH2:12][N:13]([C:16](=[O:18])[CH3:17])[CH2:14][CH2:15]4)[CH:5]=[C:6]([CH3:9])[C:7]=3[N:8]=2)=[C:28]([Cl:32])[C:27]2[C:22](=[CH:23][CH:24]=[CH:25][CH:26]=2)[N:21]=1. Procedure details: A 3.6 mmol of 1-[4-(3,4-Diamino-5-methyl-phenyl)-piperazin-1-yl]-ethanone was taken in 40 mL of methanol, to which was added 0.921 gm (3.6 mmol) of the 2,4-Dichloro-quinoline-3-carboxaldehyde, and the mixture was stirred for 10 hrs at room temperature, solvent was evaporated to dryness, and the residue was chromatographed to provide the product. LRMS [M+H]+454; 1H NMR (400 MHz, CDCl3) δ 8.12 (d, 1H, J=7.6 Hz), 8.04 (d, 1H, J=8.4 Hz), 7.85 (dd, 1H, J=7.6, 8.4 Hz), 7.78 (dd, 1H, J=7.6, 8.4 Hz), 6.... Starting materials: BrC=1C=CC2=C(N(C(=N2)C)C2=NC(=NC=N2)N)C1 (4-(6-bromo-2-methyl-1,3-benzodiazol-1-yl)-1,3,5-triazin-2-amine), CC1=CC(=NO1)[C@@](C)(C#C)O ((2R)-2-(5-methyl-1,2-oxazol-3-yl)but-3-yn-2-ol). Reagents/catalysts: C=1C=CC(=CC1)[P](C=2C=CC=CC2)(C=3C=CC=CC3)[Pd]([P](C=4C=CC=CC4)(C=5C=CC=CC5)C=6C=CC=CC6)([P](C=7C=CC=CC7)(C=8C=CC=CC8)C=9C=CC=CC9)[P](C=1C=CC=CC1)(C=1C=CC=CC1)C=1C=CC=CC1 (tetrakis(triphenylphosphine)palladium(0)), [Cu]I (copper(I) iodide). Run in N1CCCCC1 (piperidine). Reaction conditions: temperature 95 celsius. The product is NC1=NC(=NC=N1)N1C(=NC2=C1C=C(C=C2)C#C[C@@](C)(O)C2=NOC(=C2)C)C ((2R)-4-[1-(4-amino-1,3,5-triazin-2-yl)-2-methyl-1H-1,3-benzodiazol-6-yl]-2-(5-methyl-1,2-oxazol-3-yl)but-3-yn-2-ol). The yield is 39.4%. RXN SMILES: Br[C:2]1[CH:3]=[CH:4][C:5]2[N:9]=[C:8]([CH3:10])[N:7]([C:11]3[N:16]=[CH:15][N:14]=[C:13]([NH2:17])[N:12]=3)[C:6]=2[CH:18]=1.[CH3:19][C:20]1[O:24][N:23]=[C:22]([C@:25]([OH:29])([C:27]#[CH:28])[CH3:26])[CH:21]=1>N1CCCCC1.C1C=CC([P]([Pd]([P](C2C=CC=CC=2)(C2C=CC=CC=2)C2C=CC=CC=2)([P](C2C=CC=CC=2)(C2C=CC=CC=2)C2C=CC=CC=2)[P](C2C=CC=CC=2)(C2C=CC=CC=2)C2C=CC=CC=2)(C2C=CC=CC=2)C2C=CC=CC=2)=CC=1.[Cu]I>[NH2:17][C:13]1[N:14]=[CH:15][N:16]=[C:11]([N:7]2[C:6]3[CH:18]=[C:2]([C:28]#[C:27][C@:25]([C:22]4[CH:21]=[C:20]([CH3:19])[O:24][N:23]=4)([OH:29])[CH3:26])[CH:3]=[CH:4][C:5]=3[N:9]=[C:8]2[CH3:10])[N:12]=1 |^1:39,41,60,79|. Procedure: To a solution of 4-(6-bromo-2-methyl-1,3-benzodiazol-1-yl)-1,3,5-triazin-2-amine (160 mg, 0.52 mmol) in piperidine (2 mL) was introduced tetrakis(triphenylphosphine)palladium(0) (60.59 mg, 0.05 mmol), copper(I) iodide (9.99 mg, 0.05 mmol) and (2R)-2-(5-methyl-1,2-oxazol-3-yl)but-3-yn-2-ol (118.9 mg, 0.79 mmol). The reaction was then warmed to 95° C. for 40 minutes (75 W, microwave heating). The reaction mixture was then cooled to RT and concentrated in vacuo. Purification of the residue by flash...